Dataset: the Open Reaction Database (ORD), a public repository of structured organic reaction records. Task: describe an organic reaction: reactants, conditions, products, and yield Starting materials: C1(=CC=CC=C1)C1=NNC2=CC=C(C=C12)C (3-phenyl-5-methylindazole), Cl.N1(CCCCC1)CCCCl (piperidinopropyl chloride hydrochloride). Product: Cl.N1(CCCCC1)C(CC)C1=C2C(=NNC2=CC=C1C)C1=CC=CC=C1 (1-piperidinopropyl-3-phenyl-5-methylindazole hydrochloride). Reaction SMILES: [C:1]1([C:7]2[C:15]3[C:10](=[CH:11][CH:12]=[C:13]([CH3:16])[CH:14]=3)[NH:9][N:8]=2)[CH:6]=[CH:5][CH:4]=[CH:3][CH:2]=1.Cl.[N:18]1([CH2:24][CH2:25][CH2:26][Cl:27])[CH2:23][CH2:22][CH2:21][CH2:20][CH2:19]1>>[ClH:27].[N:18]1([CH:24]([C:14]2[C:13]([CH3:16])=[CH:12][CH:11]=[C:10]3[C:15]=2[C:7]([C:1]2[CH:6]=[CH:5][CH:4]=[CH:3][CH:2]=2)=[N:8][NH:9]3)[CH2:25][CH3:26])[CH2:23][CH2:22][CH2:21][CH2:20][CH2:19]1 |f:1.2,3.4|. Procedure: By the procedure similar to that described in Example 1, 3-phenyl-5-methylindazole (4.17 g) and piperidinopropyl chloride hydrochloride were treated to obtain 5.0 g of 1-piperidinopropyl-3-phenyl-5-methylindazole hydrochloride (m.p. 222°-223° C). The reactants are CS(C)=O, CCN(C(C)C)C(C)C, COC(=O)c1ccc(NC(=O)OCC(Cl)(Cl)Cl)o1, O, c1ccc(-c2nsc(N3CCNCC3)n2)cc1. Product: COC(=O)c1ccc(NC(=O)N2CCN(c3nc(-c4ccccc4)ns3)CC2)o1. RXN SMILES: [CH3:46][S:47](=[O:48])[CH3:49].[CH:36]([N:37]([CH:38]([CH3:39])[CH3:40])[CH2:41][CH3:42])([CH3:43])[CH3:44].[Cl:1][C:2]([Cl:3])([Cl:4])[CH2:17][O:18][C:5](=[O:6])[NH:7][c:8]1[cH:9][cH:10][c:11]([C:13](=[O:14])[O:15][CH3:16])[o:12]1.[OH2:45].[c:19]1(-[c:25]2[n:26][s:27][c:28]([N:30]3[CH2:31][CH2:32][NH:33][CH2:34][CH2:35]3)[n:29]2)[cH:20][cH:21][cH:22][cH:23][cH:24]1>>[C:5](=[O:6])([NH:7][c:8]1[cH:9][cH:10][c:11]([C:13](=[O:14])[O:15][CH3:16])[o:12]1)[N:33]1[CH2:32][CH2:31][N:30]([c:28]2[s:27][n:26][c:25](-[c:19]3[cH:20][cH:21][cH:22][cH:23][cH:24]3)[n:29]2)[CH2:35][CH2:34]1. Reactants: CO, Cl, CC(C)(C)OC(=O)N1CCC(Oc2ncccc2C2CCOCC2)CC1. Product: Cl, c1cnc(OC2CCNCC2)c(C2CCOCC2)c1. RXN SMILES: [CH3:28][OH:29].[ClH:27].[O:1]1[CH2:2][CH2:3][CH:4]([c:7]2[c:8]([O:13][CH:14]3[CH2:15][CH2:16][N:17]([C:20]([O:21][C:22]([CH3:23])([CH3:24])[CH3:25])=[O:26])[CH2:18][CH2:19]3)[n:9][cH:10][cH:11][cH:12]2)[CH2:5][CH2:6]1>>[ClH:27].[O:1]1[CH2:2][CH2:3][CH:4]([c:7]2[c:8]([O:13][CH:14]3[CH2:15][CH2:16][NH:17][CH2:18][CH2:19]3)[n:9][cH:10][cH:11][cH:12]2)[CH2:5][CH2:6]1. Starting materials: CCOC(=O)c1ccc(N)cc1, O=[N+]([O-])c1ccccc1F. The product is CCOC(=O)c1ccc(Nc2ccccc2[N+](=O)[O-])cc1. As a reaction SMILES: [CH3:1][CH2:2][O:3][C:4](=[O:5])[c:6]1[cH:7][cH:8][c:9]([NH2:10])[cH:11][cH:12]1.[F:13][c:14]1[c:15]([N+:20](=[O:21])[O-:22])[cH:16][cH:17][cH:18][cH:19]1>>[CH3:1][CH2:2][O:3][C:4](=[O:5])[c:6]1[cH:7][cH:8][c:9]([NH:10][c:14]2[c:15]([N+:20](=[O:21])[O-:22])[cH:16][cH:17][cH:18][cH:19]2)[cH:11][cH:12]1. Reactants: CC1(CC2=CC=C(C=C2C1=O)C#N)C (2,2-dimethyl-3-oxo-2,3-dihydro-1H-indene-5-carbonitrile), [BH4-].[Na+] (NaBH4), CC1(CC2=CC=C(C=C2C1=O)C#N)C (2,2-Dimethyl-3-oxo-2,3-dihydro-1H-indene-5-carbonitrile), Cl (HCl). Run in C(C)O (ethanol). Conditions: time 16 hour. The product is OC1C(CC2=CC=C(C=C12)C#N)(C)C (3-Hydroxy-2,2-dimethyl-2,3-dihydro-1H-indene-5-carbonitrile). Reaction SMILES: [CH3:1][C:2]1([CH3:14])[C:10](=[O:11])[C:9]2[C:4](=[CH:5][CH:6]=[C:7]([C:12]#[N:13])[CH:8]=2)[CH2:3]1.[BH4-].[Na+].Cl>C(O)C>[OH:11][CH:10]1[C:9]2[C:4](=[CH:5][CH:6]=[C:7]([C:12]#[N:13])[CH:8]=2)[CH2:3][C:2]1([CH3:14])[CH3:1] |f:1.2|. Procedure: To a solution of Step A. 2,2-dimethyl-3-oxo-2,3-dihydro-1H-indene-5-carbonitrile (17.8 g, 0.096 mol) in ethanol at 0° C. was added NaBH4 (7.27 g, 0.192 mol) as a solid and the resulting mixture was warmed to rt gradually and stirred for ˜16 h. After cooling to 0° C., aq HCl (1N, 300 mL) was added slowly with vigorously stirring. After additional stirring at 0° C. for 30 min and rt for 2 h, the reaction mixture was concentrated to remove ethanol, then extracted with EtOAc (400 mL). The aqueous po...